From a dataset of the Open Reaction Database (ORD), a public repository of structured organic reaction records. describe an organic reaction: reactants, conditions, products, and yield Starting materials: [F-].[K+] (Potassium fluoride), FC(C(F)(F)F)(F)P(C(C(F)(F)F)(F)F)(C(C(F)(F)F)(F)F)=O (tris(pentafluoroethyl)phosphine oxide), C1(=CC=CC=C1)O (phenol). Run at temperature 80 celsius, time 4.5 hour. The product is P(=O)(C(F)(F)C(F)(F)F)(C(F)(F)C(F)(F)F)OC1=CC=CC=C1 ((C2F5)2P(O)OC6H5). Reaction SMILES: [F-].[K+].FC([P:10](=[O:25])([C:18]([F:24])([F:23])[C:19]([F:22])([F:21])[F:20])[C:11]([F:17])([F:16])[C:12]([F:15])([F:14])[F:13])(F)C(F)(F)F.[C:26]1([OH:32])[CH:31]=[CH:30][CH:29]=[CH:28][CH:27]=1>>[P:10]([O:32][C:26]1[CH:31]=[CH:30][CH:29]=[CH:28][CH:27]=1)([C:18]([C:19]([F:22])([F:21])[F:20])([F:23])[F:24])([C:11]([C:12]([F:13])([F:15])[F:14])([F:17])[F:16])=[O:25] |f:0.1|. Reported procedure: Potassium fluoride (0.122 g; 2.1 mmol) is suspended in cooled (0° C.) tris(pentafluoroethyl)phosphine oxide (7.378 g; 18.3 mmol) in a 100 ml glass flask, and phenol (1.797 g; 19.1 mmol) is added. The reaction suspension is warmed and stirred at 80° C. for 4.5 h. A pale-brown reaction suspension is then observed. After recondensation in vacuo (10−3 mbar) at 40° C., phenyl bis(pentafluoroethyl)phosphinate, (C2F5)2P(O)OC6H5, is isolated as clear and colourless liquid (3.127 g; 8.3 mmol) in a yield ... Starting materials: C1(CCCC1)OC=1C=C(CO)C=CC1OC (3-cyclopentyloxy-4-methoxybenzyl alcohol), Cl (hydrochloric acid), C([O-])(O)=O.[Na+] (sodium bicarbonate), COC(C)(C)C (t-butyl methyl ether). Run in C1(=CC=CC=C1)C (toluene), C1(=CC=CC=C1)C (toluene). Conditions: temperature 22.5 celsius. Yields the product ClCC1=CC(=C(C=C1)OC)OC1CCCC1 (4-chloromethyl-2-cyclopentyloxy-1-methoxybenzene). Reaction SMILES: [CH:1]1([O:6][C:7]2[CH:8]=[C:9]([CH:12]=[CH:13][C:14]=2[O:15][CH3:16])[CH2:10]O)[CH2:5][CH2:4][CH2:3][CH2:2]1.[ClH:17].C(=O)(O)[O-].[Na+].COC(C)(C)C>C1(C)C=CC=CC=1>[Cl:17][CH2:10][C:9]1[CH:12]=[CH:13][C:14]([O:15][CH3:16])=[C:7]([O:6][CH:1]2[CH2:5][CH2:4][CH2:3][CH2:2]2)[CH:8]=1 |f:2.3|. Procedure: A 12 liter round bottom flask equipped with an overhead stirrer, internal thermometer, and a reflux condensor equipped with a nitrogen inlet was flushed with nitrogen. The flask was charged with 3-cyclopentyloxy-4-methoxybenzyl alcohol (495 g, 2.2 mol, 1 equivalent) in a solution of toluene. To the vigorously stirred reaction at 22° C. was added concentrated hydrochloric acid (600 g, 2.75 equivalents). The reaction was maintained at 20 to 25° C. for 30 minutes. The top organic layer was isolated...